describe an organic reaction: reactants, conditions, products, and yield From a dataset of the Open Reaction Database (ORD), a public repository of structured organic reaction records. Reactants: CCc1ccc2c(-c3cccc(C#N)c3)c(CCCCNC(=O)OC(C)(C)C)c(C)nn12, CCOC(C)=O, Cl. Product: CCc1ccc2c(-c3cccc(C#N)c3)c(CCCCN)c(C)nn12, Cl. RXN SMILES: [C:1](#[N:2])[c:3]1[cH:4][c:5](-[c:9]2[c:10]3[n:11]([n:12][c:13]([CH3:27])[c:14]2[CH2:15][CH2:16][CH2:17][CH2:18][NH:19][C:20](=[O:21])[O:22][C:23]([CH3:24])([CH3:25])[CH3:26])[c:28]([CH2:31][CH3:32])[cH:29][cH:30]3)[cH:6][cH:7][cH:8]1.[CH3:34][CH2:35][O:36][C:37](=[O:38])[CH3:39].[ClH:33]>>[C:1](#[N:2])[c:3]1[cH:4][c:5](-[c:9]2[c:10]3[n:11]([n:12][c:13]([CH3:27])[c:14]2[CH2:15][CH2:16][CH2:17][CH2:18][NH2:19])[c:28]([CH2:31][CH3:32])[cH:29][cH:30]3)[cH:6][cH:7][cH:8]1.[ClH:33]. Starting materials: BrC1=C(C=C(C=C1C)B1OC(C(O1)(C)C)(C)C)C (2-bromo-1,3-dimethyl-5-(4,4,5,5-tetramethyl-[1,3,2]dioxaborolan-2-yl)-benzene), BrC1=NC=C(N=C1)C (2-bromo-5-methyl-pyrazine), Intermediate 56. The product is BrC1=C(C=C(C=C1C)C1=NC=C(N=C1)C)C (2-(4-bromo-3,5-dimethyl-phenyl)-5-methyl-pyrazine). RXN SMILES: [Br:1][C:2]1[C:7]([CH3:8])=[CH:6][C:5](B2OC(C)(C)C(C)(C)O2)=[CH:4][C:3]=1[CH3:18].Br[C:20]1[CH:25]=[N:24][C:23]([CH3:26])=[CH:22][N:21]=1>>[Br:1][C:2]1[C:3]([CH3:18])=[CH:4][C:5]([C:20]2[CH:25]=[N:24][C:23]([CH3:26])=[CH:22][N:21]=2)=[CH:6][C:7]=1[CH3:8]. Procedure: The title compound is prepared from 2-bromo-1,3-dimethyl-5-(4,4,5,5-tetramethyl-[1,3,2]dioxaborolan-2-yl)-benzene and 2-bromo-5-methyl-pyrazine following a procedure analogous to that described in Step 1 of Intermediate 56. Mass spectrum (ESI+): m/z=277/279 (Br) [M+H]+. Starting materials: CC(C)C1=CC=C(C=C1)S(=O)(=O)Cl (4-(1-methylethyl)benzenesulfonyl chloride), N (ammonia), N (ammonia). Run in O1CCCC1 (tetrahydrofuran). Product: CC(C)C1=CC=C(C=C1)S(=O)(=O)N (4-(1-methylethyl)benzenesulfonamide). RXN SMILES: [NH3:1].[CH3:2][CH:3]([C:5]1[CH:10]=[CH:9][C:8]([S:11](Cl)(=[O:13])=[O:12])=[CH:7][CH:6]=1)[CH3:4]>O1CCCC1>[CH3:2][CH:3]([C:5]1[CH:10]=[CH:9][C:8]([S:11]([NH2:1])(=[O:13])=[O:12])=[CH:7][CH:6]=1)[CH3:4]. Procedure details: To concentrated aqueous ammonia (1.75 mL) in tetrahydrofuran (50 mL) at 0° C. with stirring was added over 2 min via syringe 4-(1-methylethyl)benzenesulfonyl chloride (3.3 g). A white precipitate was observed. Additional concentrated aqueous ammonia (1.75 mL) was added after 5 min. After 4 h volatiles were evaporated and the residue partitioned between EtOAc and aqueous NaHCO3. The organic layer was washed with brine, dried (Na2SO4) and volatiles evaporated to give the title crude compound as a ... Reactants: [Li]C(C)(C)C, Cc1ccnc(NC(=O)C(C)(C)C)c1, CCOCC, Cl, [K+], [K+], O=C([O-])[O-], CN(C)C=O. Product: Cc1ccnc(NC(=O)C(C)(C)C)c1C=O. RXN SMILES: [C:15]([Li:16])([CH3:17])([CH3:18])[CH3:19].[CH3:1][c:2]1[cH:3][c:4]([NH:8][C:9]([C:10]([CH3:11])([CH3:12])[CH3:13])=[O:14])[n:5][cH:6][cH:7]1.[CH3:32][CH2:33][O:34][CH2:35][CH3:36].[ClH:25].[K+:26].[K+:27].[O-:28][C:29]([O-:30])=[O:31].[O:20]=[CH:21][N:22]([CH3:23])[CH3:24]>>[CH3:1][c:2]1[c:3]([CH:21]=[O:20])[c:4]([NH:8][C:9]([C:10]([CH3:11])([CH3:12])[CH3:13])=[O:14])[n:5][cH:6][cH:7]1. The reactants are CC1=C(C(=CC=C1)C)N=C(C)C1=NC(=CC=C1)C(C)=NC1=C(C=CC=C1)C ((2,6-Dimethyl-phenyl)-{1-[6-(1-o-tolylimino-ethyl)-pyridin-2-yl]-ethylidene}-amine), [Fe](Cl)Cl (iron (II) chloride). Solvent: C1CCOC1 (THF). Reaction conditions: time 12 hour. Product: [Fe](Cl)Cl.CC1=C(C(=CC=C1)C)N=C(C)C1=NC(=CC=C1)C(C)=NC1=C(C=CC=C1)C ((2,6-Dimethyl-phenyl)-{1-[6-(1-o-tolylimino-ethyl)-pyridin-2-yl]-ethylidene}-amine iron (II) chloride). As a reaction SMILES: [CH3:1][C:2]1[CH:7]=[CH:6][CH:5]=[C:4]([CH3:8])[C:3]=1[N:9]=[C:10]([C:12]1[CH:17]=[CH:16][CH:15]=[C:14]([C:18](=[N:20][C:21]2[CH:26]=[CH:25][CH:24]=[CH:23][C:22]=2[CH3:27])[CH3:19])[N:13]=1)[CH3:11].[Fe:28]([Cl:30])[Cl:29]>C1COCC1>[Fe:28]([Cl:30])[Cl:29].[CH3:8][C:4]1[CH:5]=[CH:6][CH:7]=[C:2]([CH3:1])[C:3]=1[N:9]=[C:10]([C:12]1[CH:17]=[CH:16][CH:15]=[C:14]([C:18](=[N:20][C:21]2[CH:26]=[CH:25][CH:24]=[CH:23][C:22]=2[CH3:27])[CH3:19])[N:13]=1)[CH3:11] |f:3.4|. Reported procedure: (2,6-Dimethyl-phenyl)-{1-[6-(1-o-tolylimino-ethyl)-pyridin-2-yl]-ethylidene}-amine 4 (1.0 g, 0.00281 mol) was added in one portion to the suspension of 0.33 g (0.0026 mol) of iron (II) chloride in 30 ml of THF at ambient temperature in nitrogen glove box. The reaction mixture was stirred for 12 hours additionally. The resultant blue solid was filtered and washed by 50 ml of pentanes three times and dried under 1-mm vacuum overnight. The yield of (2,6-dimethyl-phenyl)-{1-[6-(1-o-tolylimino-ethyl)... RXN SMILES: [CH:1]1([C:7]2[NH:8][S:9](=[O:21])(=[O:20])[C:10]3[CH:16]=[C:15]([N+:17]([O-])=O)[CH:14]=[CH:13][C:11]=3[N:12]=2)[CH2:6][CH2:5][CH2:4][CH2:3][CH2:2]1.CCO>[OH-].[Na+].[Pd]>[NH2:17][C:15]1[CH:14]=[CH:13][C:11]2[N:12]=[C:7]([CH:1]3[CH2:6][CH2:5][CH2:4][CH2:3][CH2:2]3)[NH:8][S:9](=[O:21])(=[O:20])[C:10]=2[CH:16]=1 |f:2.3|. Solvent: [OH-].[Na+] (NaOH). Yield: 40.9%. Product: NC1=CC2=C(N=C(NS2(=O)=O)C2CCCCC2)C=C1 (7-Amino-3-cyclohexyl-1,2-dihydro-1,2,4-benzothiadiazine-1,1-dioxide). Reagents/catalysts: [Pd] (Pd/C). Procedure details: A stirred suspension of 3-cyclohexyl-7-nitro-1,2-dihydro-1,2,4-benzothiadiazine-1,1-dioxide (4.2 g; 14 mmol) and 10% Pd/C (400 mg) in abs. EtOH (100 ml) was hydrogenated at 1 bar. After consumption of the calculated amount of H2, the reaction mixture was filtered through celite. The celite was washed twice with DMF (75 ml) and the combined organic fractions were evaporated to dryness. The remanense was resuspended in EtOAc/i-PrOH and the precipitate formed, was isolated by filtration. The isolat... Reactants: CCO (EtOH), C1(CCCCC1)C=1NS(C2=C(N1)C=CC(=C2)[N+](=O)[O-])(=O)=O (3-cyclohexyl-7-nitro-1,2-dihydro-1,2,4-benzothiadiazine-1,1-dioxide). Starting materials: CS(=O)(=O)CC(CC1=CC2=CC=CC=C2C=C1)C (1-methanesulphonyl-2-methyl-3-β-naphthylpropane), CC1CNCC(O1)C (2,6-dimethylmorpholine). Solvent: O (Water). Yields the product CC1CN(CC(O1)C)CC(CC1=CC2=CC=CC=C2C=C1)C (1-(2,6-dimethylmorpholin-4-yl)-2-methyl-3-β-naphthyl-propane). Isolated yield 52.1%. RXN SMILES: CS([CH2:5][CH:6]([CH3:18])[CH2:7][C:8]1[CH:17]=[CH:16][C:15]2[C:10](=[CH:11][CH:12]=[CH:13][CH:14]=2)[CH:9]=1)(=O)=O.[CH3:19][CH:20]1[O:25][CH:24]([CH3:26])[CH2:23][NH:22][CH2:21]1>O>[CH3:26][CH:24]1[O:25][CH:20]([CH3:19])[CH2:21][N:22]([CH2:5][CH:6]([CH3:18])[CH2:7][C:8]2[CH:17]=[CH:16][C:15]3[C:10](=[CH:11][CH:12]=[CH:13][CH:14]=3)[CH:9]=2)[CH2:23]1. Procedure: 10.8 g (0.04 mol) of 1-methanesulphonyl-2-methyl-3-β-naphthylpropane and 9 g (0.078 mol) of 2,6-dimethylmorpholine are stirred at a bath temperature of 140° C. for 15 hours. Water is added to the resulting reaction mixture and the mixture is extracted several times with ether. The combined organic phases are dried over sodium sulphate and freed from the solvent in vacuo; the oily residue is purified by column chromatography (silica gel 60, petroleum ether/ethyl acetate=2:1). 6.2 g (52% of theory... The reactants are ClCCl (dichloromethane), FC(C(=O)O)(F)F (trifluoroacetic acid), NC1=NC(=NS1)/C(/C(=O)N[C@H]1[C@H]2SCC(=C(N2C1=O)C(=O)O)/C=C\1/C(N(CC1)[C@H]1CN(CC1)C(=O)OC(C)(C)C)=O)=N/OC(C1=CC=CC=C1)(C1=CC=CC=C1)C1=CC=CC=C1 ((6R,7R)-7-[(Z)-2-(5-amino-[1,2,4]thiadiazol-3-yl)-2-trityloxyimino-acetylamino]-3-[(E)-(R)-1′-tert.-butoxycarbonyl-2-oxo-[1,3′]bipyrrolidinyl-3-ylidene-methyl]-8-oxo-5-thia-1-aza-bicyclo[4.2.0]oct-2-ene-2-carboxylic acid), C1(=CC=CC=C1)OC (methyl phenyl ether). Run in C(=O)O (formic acid), C1(=CC=CC=C1)C (toluene). Conditions: temperature 30 celsius. Yields the product NC1=NC(=NS1)/C(/C(=O)N[C@H]1[C@H]2SCC(=C(N2C1=O)C(=O)O)/C=C\1/C(N(CC1)[C@H]1CNCC1)=O)=N/O ((6R,7R)-7-[(Z)-2-(5-Amino-[1,2,4]thiadiazol-3-yl)-2-hydroxyimino-acetylamino]-8-oxo-3-[(E)-(R)-2-oxo-[1,3′]bipyrrolidinyl-3-ylidenemethyl]-5-thia-1-aza-bicyclo[4.2.0]oct-2-ene-2-carboxylic Acid). The yield is 80.4%. Reaction SMILES: [NH2:1][C:2]1[S:6][N:5]=[C:4](/[C:7](=[N:42]/[O:43]C(C2C=CC=CC=2)(C2C=CC=CC=2)C2C=CC=CC=2)/[C:8]([NH:10][C@@H:11]2[C:18](=[O:19])[N:17]3[C@@H:12]2[S:13][CH2:14][C:15](/[CH:23]=[C:24]2/[C:25](=[O:41])[N:26]([C@@H:29]4[CH2:33][CH2:32][N:31](C(OC(C)(C)C)=O)[CH2:30]4)[CH2:27][CH2:28]/2)=[C:16]3[C:20]([OH:22])=[O:21])=[O:9])[N:3]=1.C1(OC)C=CC=CC=1.ClCCl.FC(F)(F)C(O)=O>C(O)=O.C1(C)C=CC=CC=1>[NH2:1][C:2]1[S:6][N:5]=[C:4](/[C:7](=[N:42]/[OH:43])/[C:8]([NH:10][C@@H:11]2[C:18](=[O:19])[N:17]3[C@@H:12]2[S:13][CH2:14][C:15](/[CH:23]=[C:24]2/[C:25](=[O:41])[N:26]([C@@H:29]4[CH2:33][CH2:32][NH:31][CH2:30]4)[CH2:27][CH2:28]/2)=[C:16]3[C:20]([OH:22])=[O:21])=[O:9])[N:3]=1. Reported procedure: 5.1 (small scale): A suspension of 149 mg of (6R,7R)-7-[(Z)-2-(5-amino-[1,2,4]thiadiazol-3-yl)-2-trityloxyimino-acetylamino]-3-[(E)-(R)-1′-tert.-butoxycarbonyl-2-oxo-[1,3′]bipyrrolidinyl-3-ylidene-methyl]-8-oxo-5-thia-1-aza-bicyclo[4.2.0]oct-2-ene-2-carboxylic acid and 0.24 ml of methyl phenyl ether in 0.8 ml of formic acid was treated with 0.26 ml of dichloromethane containing 2% of trifluoroacetic acid and the solution was heated to 30° C. for 3 h after which time HPLC indicated completion of ... The reactants are COc1ccc(B(O)O)cc1 (effective_coupling_partner), COc3nc(OC)nc(Oc2ccc1ccccc1c2)n3 (substrate). Reagents/catalysts: dppf. Run at temperature 110 celsius, time 24 hour. Product: COc3ccc(c2ccc1ccccc1c2)cc3.